This data is from the Open Reaction Database (ORD), a public repository of structured organic reaction records. The task is: describe an organic reaction: reactants, conditions, products, and yield Starting materials: C(C)(C)(C)OC(=O)NCC1NCCCC1 (2-[N-(tert-butoxycarbonyl)aminomethyl]piperidine), O (water), C(CCCCCCCCCCCC)(=O)Cl (tridecanoyl chloride), N,N-dimethylaminopyridine. The solvent is C(Cl)Cl (methylene chloride), C(Cl)Cl (methylene chloride). Conditions: time 10 minute. The product is C(C)(C)(C)OC(=O)NCC1N(CCCC1)C(CCCCCCCCCCCC)=O (N-(tert-butoxycarbonyl)-N-([1-(1-oxotridecyl)-2-piperidinyl]methyl)amine). Isolated yield 99.2%. As a reaction SMILES: [C:1](Cl)(=[O:14])[CH2:2][CH2:3][CH2:4][CH2:5][CH2:6][CH2:7][CH2:8][CH2:9][CH2:10][CH2:11][CH2:12][CH3:13].[C:16]([O:20][C:21]([NH:23][CH2:24][CH:25]1[CH2:30][CH2:29][CH2:28][CH2:27][NH:26]1)=[O:22])([CH3:19])([CH3:18])[CH3:17].O>C(Cl)Cl>[C:16]([O:20][C:21]([NH:23][CH2:24][CH:25]1[CH2:30][CH2:29][CH2:28][CH2:27][N:26]1[C:1](=[O:14])[CH2:2][CH2:3][CH2:4][CH2:5][CH2:6][CH2:7][CH2:8][CH2:9][CH2:10][CH2:11][CH2:12][CH3:13])=[O:22])([CH3:19])([CH3:17])[CH3:18]. Procedure details: To a stirred, cooled (0° C.) solution of 14.3 grams (61.4 mmol) of tridecanoyl chloride in 50 mL of methylene chloride was added 7.49 grams (61.3 mmol) of N,N-dimethylaminopyridine. The resulting suspension was stirred for 10 minutes and then 11.0 grams (51.3 mmol) of 2-[N-(tert-butoxycarbonyl)aminomethyl]piperidine in 50 mL of methylene chloride was added. The mixture was allowed to warm to room temperature while stirring overnight and poured into water. The aqueous layer was extracted with met...